From a dataset of the Open Reaction Database (ORD), a public repository of structured organic reaction records. describe an organic reaction: reactants, conditions, products, and yield Reactants: FC(C(=O)[O-])(F)F.[Na+] (sodium trifluoroacetate), S1(NC(C2=C1C=CC=C2)=O)(=O)=O (1,2-benzisothiazol-3(2H)-one-1,1-dioxide), O (water). Run in FC(C(=O)O)(F)F (trifluoroacetic acid). Product: OC1=CC=CC2=C1C(NS2(=O)=O)=O (4-hydroxy-1,2-benzisothiazol-3(2H)-one-1,1-dioxide). The yield is 18.5%. As a reaction SMILES: [S:1]1(=[O:12])(=[O:11])[C:5]2[CH:6]=[CH:7][CH:8]=[CH:9][C:4]=2[C:3](=[O:10])[NH:2]1.FC(F)(F)C([O-])=[O:16].[Na+].O>FC(F)(F)C(O)=O>[OH:16][C:9]1[C:4]2[C:3](=[O:10])[NH:2][S:1](=[O:11])(=[O:12])[C:5]=2[CH:6]=[CH:7][CH:8]=1 |f:1.2|. Procedure: 4.6 g (25 mmol) of 1,2-benzisothiazol-3(2H)-one-1,1-dioxide (Saccharin®) were dissolved in 30 ml of trifluoroacetic acid and mixed with 4 g of sodium trifluoroacetate. The solution was electrolysed analogously to Example 1. After a charge quantity of 0.4 Ah had been used up the solution was added to water. It was extracted with chloroform and worked up as in Example 1. In addition to 3.3 g of starting material, 0.92 g of 4-hydroxy-1,2-benzisothiazol-3(2H)-one-1,1-dioxide were obtained after recr... Reactants: ( I ), C1(=CC=CC=C1)C (toluene), COCCOC (1,2-dimethoxyethane), VI, VI, COCCOC (1,2-dimethoxyethane). Conditions: time 1 hour. Product: COCCOC.C1(=CC=CC=C1)C (1,2-Dimethoxyethane Toluene). As a reaction SMILES: [C:1]1([CH3:7])[CH:6]=[CH:5][CH:4]=[CH:3][CH:2]=1.[CH3:8][O:9][CH2:10][CH2:11][O:12][CH3:13]>>[CH3:8][O:9][CH2:10][CH2:11][O:12][CH3:13].[C:1]1([CH3:7])[CH:6]=[CH:5][CH:4]=[CH:3][CH:2]=1 |f:2.3|. Procedure details: A saturated solution of compound of formula (I), Form VI in 1,2-dimethoxyethane was made at room temperature by adding 1.4 mL of 1,2-dimethoxyethane to approximately 698 mg of Form VI. The saturated solution was stirred for approximately 1 h and subsequently filtered through a filter of 0.45 μm pore size. A reverse addition of 200 μL of the as prepared saturated solution was added at once to 800 μL of toluene acting as anti-solvent. After precipitation the solid material was separated from solut... Starting materials: Cc1ccccc1, CO, CCCOc1ccc(F)c2c(=O)c(I)c[nH]c12, [Na+], [Na+], O=C([O-])[O-], O, OB(O)c1ccoc1. Yields the product CCCOc1ccc(F)c2c(=O)c(-c3ccoc3)c[nH]c12. RXN SMILES: [CH3:18][c:19]1[cH:20][cH:21][cH:22][cH:23][cH:24]1.[CH3:40][OH:41].[F:1][c:2]1[c:3]2[c:4](=[O:17])[c:5]([I:16])[cH:6][nH:7][c:8]2[c:9]([O:12][CH2:13][CH2:14][CH3:15])[cH:10][cH:11]1.[Na+:33].[Na+:34].[O-:35][C:36](=[O:37])[O-:38].[OH2:39].[o:25]1[cH:26][c:27]([B:30]([OH:31])[OH:32])[cH:28][cH:29]1>>[F:1][c:2]1[c:3]2[c:4](=[O:17])[c:5](-[c:27]3[cH:26][o:25][cH:29][cH:28]3)[cH:6][nH:7][c:8]2[c:9]([O:12][CH2:13][CH2:14][CH3:15])[cH:10][cH:11]1. RXN SMILES: [CH3:45][CH2:46][OH:47].[Na+:44].[OH-:43].[c:1]1([S:2](=[O:3])(=[O:4])[n:10]2[c:11]([C:26](=[CH:27][CH:28]3[CH2:29][CH2:30][CH2:31][CH2:32]3)[c:33]3[cH:34][cH:35][c:36]([S:39](=[O:40])(=[O:41])[CH3:42])[cH:37][cH:38]3)[cH:12][c:13]3[c:14]2[n:15][cH:16][c:17]([CH:19]2[O:20][C:21]([CH3:24])([CH3:25])[O:22][CH2:23]2)[cH:18]3)[cH:5][cH:6][cH:7][cH:8][cH:9]1>>[nH:10]1[c:11]([C:26](=[CH:27][CH:28]2[CH2:29][CH2:30][CH2:31][CH2:32]2)[c:33]2[cH:34][cH:35][c:36]([S:39](=[O:40])(=[O:41])[CH3:42])[cH:37][cH:38]2)[cH:12][c:13]2[c:14]1[n:15][cH:16][c:17]([CH:19]1[O:20][C:21]([CH3:24])([CH3:25])[O:22][CH2:23]1)[cH:18]2. The reactants are CCO, [Na+], [OH-], CC1(C)OCC(c2cnc3c(c2)cc(C(=CC2CCCC2)c2ccc(S(C)(=O)=O)cc2)n3S(=O)(=O)c2ccccc2)O1. The product is CC1(C)OCC(c2cnc3[nH]c(C(=CC4CCCC4)c4ccc(S(C)(=O)=O)cc4)cc3c2)O1. The reactants are [Cl-].COC[P+](C1=CC=CC=C1)(C1=CC=CC=C1)C1=CC=CC=C1 ((methoxymethyl)triphenylphosphonium chloride), C[Si]([N-][Si](C)(C)C)(C)C.[Li+] (lithium hexamethyldisilazide), C(C)OC(=O)C=1N=C(N(C1C=O)C1=C(C=CC=C1)Cl)C1=CC=C(C=C1)Cl (2-(4-chloro-phenyl)-1-(2-chloro-phenyl)-5-formyl-1H-imidazole-4-carboxylic acid ethyl ester). Solvent: C1CCOC1 (THF), C1CCOC1 (THF). Reaction conditions: temperature -78 celsius, time 0.5 hour. The product is C(C)OC(=O)C=1N=C(N(C1C=COC)C1=C(C=CC=C1)Cl)C1=CC=C(C=C1)Cl (2-(4-Chloro-phenyl)-1-(2-chloro-phenyl)-5-(2-methoxy-vinyl)-1H-imidazole-4-carboxylic acid ethyl ester). RXN SMILES: [Cl-:1].[CH3:2][O:3][CH2:4][P+](C1C=CC=CC=1)(C1C=CC=CC=1)C1C=CC=CC=1.[CH3:24][Si](C)(C)[N-][Si](C)(C)C.[Li+].[CH2:34]([O:36][C:37]([C:39]1[N:40]=[C:41]([C:53]2[CH:58]=[CH:57][C:56]([Cl:59])=[CH:55][CH:54]=2)[N:42]([C:46]2[CH:51]=[CH:50][CH:49]=[CH:48][C:47]=2Cl)[C:43]=1C=O)=[O:38])[CH3:35]>C1COCC1>[CH2:34]([O:36][C:37]([C:39]1[N:40]=[C:41]([C:53]2[CH:58]=[CH:57][C:56]([Cl:59])=[CH:55][CH:54]=2)[N:42]([C:46]2[CH:47]=[CH:48][CH:49]=[CH:50][C:51]=2[Cl:1])[C:43]=1[CH:24]=[CH:4][O:3][CH3:2])=[O:38])[CH3:35] |f:0.1,2.3|. Procedure details: To a solution of (methoxymethyl)triphenylphosphonium chloride (533 mg, 1.55 mmol) in THF (10 ml) at 0° C. was added lithium hexamethyldisilazide (1.55 ml, 1M solution, 1.55 mmol). The reaction mixture was stirred for 0.5 h and cooled to −78° C. A solution of 2-(4-chloro-phenyl)-1-(2-chloro-phenyl)-5-formyl-1H-imidazole-4-carboxylic acid ethyl ester I-5e (408 mg, 1.05 mmol) in THF (5 ml) was slowly added via cannula. The reaction mixture was stirred at −78° C. for 5 min, then was allowed to warm ... The reactants are O (water), C([O-])(O)=O.[Na+] (sodium bicarbonate), C(C)OC(=O)CN1C(C(N=C(C2=C1C=CC=C2)C2=C(C=CC=C2)F)NC(=O)OC(C)(C)C)=O ((3RS)-1-ethoxycarbonylmethyl-3-tert-butoxycarbonylamino-5-(2-fluorophenyl)-2,3-dihydro-1H -1,4-benzo-diazepin-2-one), solution, Cl (hydrogen chloride). Run in CO (methanol), C(C)(=O)OCC (ethyl acetate). Reaction conditions: time 8 hour. Yields the product NC1C(N(C2=C(C(=N1)C1=C(C=CC=C1)F)C=CC=C2)CC(=O)OCC)=O ((3RS)-3-amino-1-ethoxycarbonylmethyl-5-(2-fluorophenyl)-2,3-dihydro-1H-1,4-benzodiazepin-2-one). Isolated yield 97.2%. RXN SMILES: [CH2:1]([O:3][C:4]([CH2:6][N:7]1[C:13]2[CH:14]=[CH:15][CH:16]=[CH:17][C:12]=2[C:11]([C:18]2[CH:23]=[CH:22][CH:21]=[CH:20][C:19]=2[F:24])=[N:10][CH:9]([NH:25]C(OC(C)(C)C)=O)[C:8]1=[O:33])=[O:5])[CH3:2].Cl.O.C(=O)(O)[O-].[Na+]>CO.C(OCC)(=O)C>[NH2:25][CH:9]1[N:10]=[C:11]([C:18]2[CH:23]=[CH:22][CH:21]=[CH:20][C:19]=2[F:24])[C:12]2[CH:17]=[CH:16][CH:15]=[CH:14][C:13]=2[N:7]([CH2:6][C:4]([O:3][CH2:1][CH3:2])=[O:5])[C:8]1=[O:33] |f:3.4|. Procedure: To a solution of (3RS)-1-ethoxycarbonylmethyl-3-tert-butoxycarbonylamino-5-(2-fluorophenyl)-2,3-dihydro-1H -1,4-benzo-diazepin-2-one (7.2 g) in methanol (100 ml) was added 4N solution of hydrogen chloride in ethyl acetate (55 ml) under stirring at ambient temperature. The mixture was stirred for 4 hours under the same condition and allowed to stand overnight. The solvent was removed in vacuo to give residue, to which was added water. The mixture was adjusted to pH 8 with an aqueous solution of s...